Dataset: the Open Reaction Database (ORD), a public repository of structured organic reaction records. Task: describe an organic reaction: reactants, conditions, products, and yield Reactants: C(C=C)O (allyl alcohol), ClC1=NC=CC=C1 (2-chloropyridine), FC(S(=O)(=O)OS(=O)(=O)C(F)(F)F)(F)F (trifluoromethanesulfonic anhydride), O(S(=O)(=O)C(F)(F)F)CC=C (allyl triflate), S(=O)(=O)([O-])[O-].[Na+].[Na+] (sodium sulfate), [N+](=O)([O-])C(CO)([N+](=O)[O-])[N+](=O)[O-] (trinitroethanol). The solvent is C(Cl)Cl (methylene chloride), C(Cl)Cl (methylene chloride), C(Cl)Cl (methylene chloride). Reaction conditions: temperature 0 celsius, time 3 hour. Product: [N+](=O)([O-])C(COCC=C)([N+](=O)[O-])[N+](=O)[O-] (allyl trinitroethyl ether). Isolated yield 60.0%. Reaction SMILES: [CH2:1]([OH:4])[CH:2]=[CH2:3].ClC1C=CC=CN=1.FC(F)(F)S(OS(C(F)(F)F)(=O)=O)(=O)=O.[N+:27]([C:30]([N+:36]([O-:38])=[O:37])([N+:33]([O-:35])=[O:34])[CH2:31]O)([O-:29])=[O:28].O(CC=C)S(C(F)(F)F)(=O)=O.S([O-])([O-])(=O)=O.[Na+].[Na+]>C(Cl)Cl>[N+:27]([C:30]([N+:33]([O-:35])=[O:34])([N+:36]([O-:38])=[O:37])[CH2:31][O:4][CH2:1][CH:2]=[CH2:3])([O-:29])=[O:28] |f:5.6.7|. Procedure details: A solution of allyl alcohol (30 g, 520 mmol) and 2-chloropyridine 60 g, 530 mmol) in methylene chloride (100 ml) was added over 60 min to a stirred solution of trifluoromethanesulfonic anhydride (147 g, 520 mmol) in methylene chloride (350 ml) at 0° C. The mixture was stirred at 0° C. for 3 h and then filtered. The brown allyl triflate solution was stored in a freezer for use in the following reaction. A solution of trinitroethanol (58 g, 320 mmol) in methylene chloride (300 ml) was added, with ... The reactants are [Na].OC=CC#N (sodium 3-hydroxyacrylonitrile), NC1=CC=CC=C1 (aniline), S(O)(O)(=O)=O (sulfuric acid). Run in C(C)O (ethanol), C(C)O (ethanol). Conditions: time 5 hour. Product: N(C1=CC=CC=C1)C=CC#N (3-anilinoacrylonitrile). Yield: 67.4%. Reaction SMILES: S(=O)(=O)(O)O.[Na].O[CH:8]=[CH:9][C:10]#[N:11].[NH2:12][C:13]1[CH:18]=[CH:17][CH:16]=[CH:15][CH:14]=1>C(O)C>[NH:12]([CH:8]=[CH:9][C:10]#[N:11])[C:13]1[CH:18]=[CH:17][CH:16]=[CH:15][CH:14]=1 |f:1.2,^1:5|. Procedure details: 12.25 g (0.125 mol) of sulfuric acid in 30 ml of ethanol is added drop by drop, at 0° C., to a suspension of 32.5 g (0.25 mol) of sodium-3-hydroxyacrylonitrile and 32.6 g (0.35 mol) of aniline in 150 ml of ethanol, and the mixture is held at 25° C. for 5 h. After removal of the solid by filtration and withdrawal of the solvent, the product is dissolved with water, acidified with dilute sulfuric acid, and extracted with ether. After recrystallization of the concentrated ether extract from carbon ... Procedure details: Was prepared by Method G from 4-(1,4-diaza-bicyclo[3.2.2]non-4-yl)-phenylamine and phenylsulfonyl chloride. Mp. 267° C. Reaction SMILES: [N:1]12[CH2:9][CH2:8][CH:5]([CH2:6][CH2:7]1)[N:4]([C:10]1[CH:15]=[CH:14][C:13]([NH2:16])=[CH:12][CH:11]=1)[CH2:3][CH2:2]2.[C:17]1([S:23](Cl)(=[O:25])=[O:24])[CH:22]=[CH:21][CH:20]=[CH:19][CH:18]=1>>[N:1]12[CH2:9][CH2:8][CH:5]([CH2:6][CH2:7]1)[N:4]([C:10]1[CH:15]=[CH:14][C:13]([NH:16][S:23]([C:17]3[CH:22]=[CH:21][CH:20]=[CH:19][CH:18]=3)(=[O:25])=[O:24])=[CH:12][CH:11]=1)[CH2:3][CH2:2]2. The reactants are N12CCN(C(CC1)CC2)C2=CC=C(C=C2)N (4-(1,4-diaza-bicyclo[3.2.2]non-4-yl)-phenylamine), C1(=CC=CC=C1)S(=O)(=O)Cl (phenylsulfonyl chloride). The product is N12CCN(C(CC1)CC2)C2=CC=C(C=C2)NS(=O)(=O)C2=CC=CC=C2 (N-[4-(1,4-Diaza-bicyclo[3.2.2]non-4-yl)-phenyl]-benzenesulfonamide). Reactants: C(C1=CC=CC=C1)=O (benzaldehyde), ice, [OH-].[Na+] (sodium hydroxide), C/C(=N\O)/C(=O)C (diacetylmonoxime), Cl (hydrochloride). The solvent is C(C)(=O)O (acetic acid). Reaction conditions: time 8 hour. The product is CC=1[N+](=C(OC1C)C1=CC=CC=C1)[O-] (4,5-dimethyl-2-phenyloxazole N-oxide). The yield is 49.4%. RXN SMILES: [CH:1](=[O:8])[C:2]1[CH:7]=[CH:6][CH:5]=[CH:4][CH:3]=1.[CH3:9]/[C:10](/[C:13]([CH3:15])=O)=[N:11]\[OH:12].Cl.[OH-].[Na+]>C(O)(=O)C>[CH3:9][C:10]1[N+:11]([O-:12])=[C:1]([C:2]2[CH:7]=[CH:6][CH:5]=[CH:4][CH:3]=2)[O:8][C:13]=1[CH3:15] |f:3.4|. Procedure details: 500 g of benzaldehyde and 476 g of diacetylmonoxime were suspended in 1 L of acetic acid and cooled in an ice bath. At internal temperature of 7° C., hydrochloride gas is slowly blown in to be saturated. At room temperature, the mixture was stirred overnight. The reaction mixture was poured into 1.5 kg of ice, and neutralized with 25% sodium hydroxide solution. The crystalline precipitate was isolated by filtration and washed with 1 L of water and 1 L of diisopropylether. The obtained crystals w... The reactants are ClC1=C(C#N)C=CC(=C1C)I (2-chloro-4-iodo-3-methylbenzonitrile), O[C@]1(CC(N[C@H]1C)=O)C ((4S,5S)-4-hydroxy-4,5-dimethylpyrrolidin-2-one), C1(=CC=CC=C1)P(C1=CC=CC=2C(C3=CC=CC(=C3OC12)P(C1=CC=CC=C1)C1=CC=CC=C1)(C)C)C1=CC=CC=C1 (4,5-bis(diphenylphosphino)-9,9-dimethylxanthene), C([O-])([O-])=O.[Cs+].[Cs+] (cesium carbonate). Reagents/catalysts: C=1C=CC(=CC1)/C=C/C(=O)/C=C/C2=CC=CC=C2.C=1C=CC(=CC1)/C=C/C(=O)/C=C/C2=CC=CC=C2.C=1C=CC(=CC1)/C=C/C(=O)/C=C/C2=CC=CC=C2.[Pd].[Pd] (tris(dibenzylideneacetone)dipalladium(0)). Solvent: O1CCOCC1 (1,4-dioxane). Reaction conditions: temperature 120 celsius, time 3 hour. The product is ClC1=C(C#N)C=CC(=C1C)N1[C@H]([C@@](CC1=O)(C)O)C (2-chloro-4-[(2S,3S)-3-hydroxy-2,3-dimethyl-5-oxopyrrolidin-1-yl]-3-methylbenzonitrile). Yield: 55.9%. RXN SMILES: [Cl:1][C:2]1[C:9]([CH3:10])=[C:8](I)[CH:7]=[CH:6][C:3]=1[C:4]#[N:5].[OH:12][C@:13]1([CH3:20])[C@H:17]([CH3:18])[NH:16][C:15](=[O:19])[CH2:14]1.C1(P(C2C=CC=CC=2)C2C3OC4C(=CC=CC=4P(C4C=CC=CC=4)C4C=CC=CC=4)C(C)(C)C=3C=CC=2)C=CC=CC=1.C(=O)([O-])[O-].[Cs+].[Cs+]>O1CCOCC1.C1C=CC(/C=C/C(/C=C/C2C=CC=CC=2)=O)=CC=1.C1C=CC(/C=C/C(/C=C/C2C=CC=CC=2)=O)=CC=1.C1C=CC(/C=C/C(/C=C/C2C=CC=CC=2)=O)=CC=1.[Pd].[Pd]>[Cl:1][C:2]1[C:9]([CH3:10])=[C:8]([N:16]2[C:15](=[O:19])[CH2:14][C@@:13]([OH:12])([CH3:20])[C@@H:17]2[CH3:18])[CH:7]=[CH:6][C:3]=1[C:4]#[N:5] |f:3.4.5,7.8.9.10.11|. Procedure: A solution of 2-chloro-4-iodo-3-methylbenzonitrile (1.29 g), (4S,5S)-4-hydroxy-4,5-dimethylpyrrolidin-2-one (500 mg), 4,5-bis(diphenylphosphino)-9,9-dimethylxanthene (343 mg), tris(dibenzylideneacetone)dipalladium(0) (177 mg) and cesium carbonate (1.86 g) in 1,4-dioxane (4 mL) was tightly sealed, and the mixture was stirred at 120° C. for 3 hr using microwave reactor. The reaction mixture was filtered through silica gel, and the filtrate was concentrated under reduced pressure. The residue was p... Reactants: [Al+3], CCNc1nc(SC)ncc1C=Nc1c(F)c(OC)cc(OC)c1F, [H-], [H-], [H-], [H-], [Li+], C1CCOC1. Product: CCNc1nc(SC)ncc1CNc1c(F)c(OC)cc(OC)c1F. RXN SMILES: [Al+3:27].[F:1][c:2]1[c:3]([N:13]=[CH:14][c:15]2[c:16]([NH:23][CH2:24][CH3:25])[n:17][c:18]([S:21][CH3:22])[n:19][cH:20]2)[c:4]([F:12])[c:5]([O:10][CH3:11])[cH:6][c:7]1[O:8][CH3:9].[H-:26].[H-:29].[H-:30].[H-:31].[Li+:28].[O:32]1[CH2:33][CH2:34][CH2:35][CH2:36]1>>[F:1][c:2]1[c:3]([NH:13][CH2:14][c:15]2[c:16]([NH:23][CH2:24][CH3:25])[n:17][c:18]([S:21][CH3:22])[n:19][cH:20]2)[c:4]([F:12])[c:5]([O:10][CH3:11])[cH:6][c:7]1[O:8][CH3:9]. The reactants are C(C)(C)(C)C1=CC=C(C=C1)NC(C1=C(N=CC=C1)F)=O (N-(4-tert-butyl-phenyl)-2-fluoro-nicotinamide), Cl.Cl.N1C=CC=2C1=NC=CC2CN (C-(1H-pyrrolo[2,3-b]pyridin-4-yl)-methylamine dihydrochloride). The product is C(C)(C)(C)C1=CC=C(C=C1)NC(C1=C(N=CC=C1)NCC1=C2C(=NC=C1)NC=C2)=O (N-(4-tert-Butylphenyl)-2-[(1H-pyrrolo[2,3-b]pyridin-4-ylmethyl)amino]nicotinamide). RXN SMILES: [C:1]([C:5]1[CH:10]=[CH:9][C:8]([NH:11][C:12](=[O:20])[C:13]2[CH:18]=[CH:17][CH:16]=[N:15][C:14]=2F)=[CH:7][CH:6]=1)([CH3:4])([CH3:3])[CH3:2].Cl.Cl.[NH:23]1[C:27]2=[N:28][CH:29]=[CH:30][C:31]([CH2:32][NH2:33])=[C:26]2[CH:25]=[CH:24]1>>[C:1]([C:5]1[CH:10]=[CH:9][C:8]([NH:11][C:12](=[O:20])[C:13]2[CH:18]=[CH:17][CH:16]=[N:15][C:14]=2[NH:33][CH2:32][C:31]2[CH:30]=[CH:29][N:28]=[C:27]3[NH:23][CH:24]=[CH:25][C:26]=23)=[CH:7][CH:6]=1)([CH3:4])([CH3:3])[CH3:2] |f:1.2.3|. Procedure details: The titled compound was prepared from N-(4-tert-butyl-phenyl)-2-fluoro-nicotinamide and C-(1H-pyrrolo[2,3-b]pyridin-4-yl)-methylamine dihydrochloride by the method described in Step A of Example 1. MS (ES+): 400 (M+H). Calc'd. for C24H25N5O—399.50.